From a dataset of the Open Reaction Database (ORD), a public repository of structured organic reaction records. describe an organic reaction: reactants, conditions, products, and yield As a reaction SMILES: [CH3:25][NH2:26].[CH3:27][S:28]([CH3:29])=[O:30].[CH:31]([N:32]([CH:33]([CH3:34])[CH3:35])[CH2:36][CH3:37])([CH3:38])[CH3:39].[NH2:1][c:2]1[c:3]([C:4](=[O:5])[NH:6][CH2:7][c:8]2[s:9][c:10]([O:13][c:14]3[cH:15][cH:16][cH:17][cH:18][cH:19]3)[cH:11][cH:12]2)[cH:20][cH:21][c:22]([Cl:24])[n:23]1>>[NH2:1][c:2]1[c:3]([C:4](=[O:5])[NH:6][CH2:7][c:8]2[s:9][c:10]([O:13][c:14]3[cH:15][cH:16][cH:17][cH:18][cH:19]3)[cH:11][cH:12]2)[cH:20][cH:21][c:22]([NH:26][CH3:25])[n:23]1. Product: CNc1ccc(C(=O)NCc2ccc(Oc3ccccc3)s2)c(N)n1. Reactants: CN, CS(C)=O, CCN(C(C)C)C(C)C, Nc1nc(Cl)ccc1C(=O)NCc1ccc(Oc2ccccc2)s1. The reactants are CO, O=S(=O)(O)O, O=C(O)C1CC(c2ccccc2)C1. Product: COC(=O)C1CC(c2ccccc2)C1. As a reaction SMILES: [CH3:14][OH:15].[S:16](=[O:17])(=[O:18])([OH:19])[OH:20].[c:1]1([CH:7]2[CH2:8][CH:9]([C:11](=[O:12])[OH:13])[CH2:10]2)[cH:2][cH:3][cH:4][cH:5][cH:6]1>>[c:1]1([CH:7]2[CH2:8][CH:9]([C:11](=[O:12])[O:13][CH3:14])[CH2:10]2)[cH:2][cH:3][cH:4][cH:5][cH:6]1.